Dataset: the Open Reaction Database (ORD), a public repository of structured organic reaction records. Task: describe an organic reaction: reactants, conditions, products, and yield Starting materials: ClC=1N=C(C2=C(N1)C=CO2)NC2CC2 (2-chloro-N-cyclopropylfuro[3,2-d]pyrimidin-4-amine), CS(=O)(=O)C1=CC=C(N)C=C1 (4-(methylsulfonyl)aniline), CC(C)C1=CC(=C(C(=C1)C(C)C)C2=C(C=CC=C2)P(C3CCCCC3)C4CCCCC4)C(C)C (X-Phos), C(=O)([O-])[O-].[K+].[K+] (K2CO3). The reagents and catalysts are C=1C=CC(=CC1)/C=C/C(=O)/C=C/C2=CC=CC=C2.C=1C=CC(=CC1)/C=C/C(=O)/C=C/C2=CC=CC=C2.C=1C=CC(=CC1)/C=C/C(=O)/C=C/C2=CC=CC=C2.[Pd].[Pd] (Pd2dba3). Run in CC(C)(C)O (t-BuOH). Run at temperature 100 celsius. Yields the product C(C=C)NC=1C2=C(N=C(N1)NC1=CC=C(C=C1)S(=O)(=O)C)C=CO2 (N4-allyl-N2-(4-(methylsulfonyl)phenyl)furo[3,2-d]pyrimidine-2,4-diamine). Yield: 27.8%. RXN SMILES: Cl[C:2]1[N:3]=[C:4]([NH:11][CH:12]2[CH2:14][CH2:13]2)[C:5]2[O:10][CH:9]=[CH:8][C:6]=2[N:7]=1.[CH3:15][S:16]([C:19]1[CH:25]=[CH:24][C:22]([NH2:23])=[CH:21][CH:20]=1)(=[O:18])=[O:17].CC(C1C=C(C(C)C)C(C2C=CC=CC=2P(C2CCCCC2)C2CCCCC2)=C(C(C)C)C=1)C.C([O-])([O-])=O.[K+].[K+]>C1C=CC(/C=C/C(/C=C/C2C=CC=CC=2)=O)=CC=1.C1C=CC(/C=C/C(/C=C/C2C=CC=CC=2)=O)=CC=1.C1C=CC(/C=C/C(/C=C/C2C=CC=CC=2)=O)=CC=1.[Pd].[Pd].CC(O)(C)C>[CH2:12]([NH:11][C:4]1[C:5]2[O:10][CH:9]=[CH:8][C:6]=2[N:7]=[C:2]([NH:23][C:22]2[CH:21]=[CH:20][C:19]([S:16]([CH3:15])(=[O:18])=[O:17])=[CH:25][CH:24]=2)[N:3]=1)[CH:14]=[CH2:13] |f:3.4.5,6.7.8.9.10|. Reported procedure: A vial was charged with 2-chloro-N-cyclopropylfuro[3,2-d]pyrimidin-4-amine (0.09 g, 0.429 mmol, Preparation #A.1), 4-(methylsulfonyl)aniline (0.077 g, 0.451 mmol, Oakwood), X-Phos (0.020 g, 0.043 mmol), Pd2dba3 (0.020 g, 0.021 mmol), K2CO3 (0.062 g, 0.451 mmol) and t-BuOH (3.5 mL). The vial was purged with argon and heated at about 100° C. overnight. The mixture was diluted with CHCl3 (about 10 mL) passed through a SiCO3 SPE cartridge and concentrated. The crude product was purified by preparati... The reactants are ClC(c1ccccc1)(c1ccccc1)c1ccccc1, COC(=O)CS, Cc1ccccc1. The product is COC(=O)CSC(c1ccccc1)(c1ccccc1)c1ccccc1. As a reaction SMILES: [C:1]([c:2]1[cH:3][cH:4][cH:5][cH:6][cH:7]1)([c:8]1[cH:9][cH:10][cH:11][cH:12][cH:13]1)([c:14]1[cH:15][cH:16][cH:17][cH:18][cH:19]1)[Cl:20].[C:21]([CH2:22][SH:23])(=[O:24])[O:25][CH3:26].[CH3:27][c:28]1[cH:29][cH:30][cH:31][cH:32][cH:33]1>>[C:1]([c:2]1[cH:3][cH:4][cH:5][cH:6][cH:7]1)([c:8]1[cH:9][cH:10][cH:11][cH:12][cH:13]1)([c:14]1[cH:15][cH:16][cH:17][cH:18][cH:19]1)[S:23][CH2:22][C:21](=[O:24])[O:25][CH3:26]. The yield is 91.9%. As a reaction SMILES: [CH2:1]([O:8][CH2:9][C:10]1[N:15]=[CH:14][N:13]=[C:12]([OH:16])[CH:11]=1)[C:2]1[CH:7]=[CH:6][CH:5]=[CH:4][CH:3]=1.[I:17]N1C(=O)CCC1=O>C(Cl)(Cl)Cl>[CH2:1]([O:8][CH2:9][C:10]1[N:15]=[CH:14][N:13]=[C:12]([OH:16])[C:11]=1[I:17])[C:2]1[CH:3]=[CH:4][CH:5]=[CH:6][CH:7]=1. The product is C(C1=CC=CC=C1)OCC1=C(C(=NC=N1)O)I (6-Benzyloxymethyl-4-hydroxy-5-iodo-pyrimidine). Starting materials: C(C1=CC=CC=C1)OCC1=CC(=NC=N1)O (6-benzyloxymethyl-4-hydroxy-pyrimidine), IN1C(CCC1=O)=O (N-iodosuccinimide). Procedure details: A solution of 6-benzyloxymethyl-4-hydroxy-pyrimidine (4.55 g, 20.87 mmol) and N-iodosuccinimide (5.165 g, 23 mmol) in chloroform (250 ml) was kept at reflux under argon for 2 h. The solution was washed with water, 0.5 N sodium thiosulfate, and brine. After drying (MgSO4), filtration and concentration gave a white solid (6.56 g, 91%). Solvent: C(Cl)(Cl)Cl (chloroform). Reported procedure: To a degassed solution of 5-bromo-2-(6-(4-fluorophenoxy)pyridin-3-yl)-N-methyl-6-(methylsulfonamido)benzofuran-3-carboxamide (100 mg, 0.187 mmol) and K2CO3 (53 mg, 0.374 mmol) in DMSO (2 mL) was added MeI (27 mg, 0.187 mmol) under N2. The mixture was heated at 20° C. for 2 h. The reaction mixture was diluted with H2O and extracted with EtOAc. It was washed with H2O, brine and dried over Na2SO4. After concentrated, the residue was purified by column chromatography (PE:EA=2:1) to give the product ... The solvent is O (H2O), CS(=O)C (DMSO). Starting materials: BrC=1C(=CC2=C(C(=C(O2)C=2C=NC(=CC2)OC2=CC=C(C=C2)F)C(=O)NC)C1)NS(=O)(=O)C (5-bromo-2-(6-(4-fluorophenoxy)pyridin-3-yl)-N-methyl-6-(methylsulfonamido)benzofuran-3-carboxamide), C(=O)([O-])[O-].[K+].[K+] (K2CO3), CI (MeI). Reaction conditions: temperature 20 celsius. Yield: 19.5%. Product: BrC=1C(=CC2=C(C(=C(O2)C=2C=NC(=CC2)OC2=CC=C(C=C2)F)C(=O)NC)C1)N(S(=O)(=O)C)C (5-bromo-2-(6-(4-fluorophenoxy)pyridin-3-yl)-N-methyl-6-(N-methylmethylsulfonamido)benzofuran-3-carboxamide). As a reaction SMILES: [Br:1][C:2]1[C:3]([NH:29][S:30]([CH3:33])(=[O:32])=[O:31])=[CH:4][C:5]2[O:9][C:8]([C:10]3[CH:11]=[N:12][C:13]([O:16][C:17]4[CH:22]=[CH:21][C:20]([F:23])=[CH:19][CH:18]=4)=[CH:14][CH:15]=3)=[C:7]([C:24]([NH:26][CH3:27])=[O:25])[C:6]=2[CH:28]=1.[C:34]([O-])([O-])=O.[K+].[K+].CI>CS(C)=O.O>[Br:1][C:2]1[C:3]([N:29]([CH3:34])[S:30]([CH3:33])(=[O:31])=[O:32])=[CH:4][C:5]2[O:9][C:8]([C:10]3[CH:11]=[N:12][C:13]([O:16][C:17]4[CH:18]=[CH:19][C:20]([F:23])=[CH:21][CH:22]=4)=[CH:14][CH:15]=3)=[C:7]([C:24]([NH:26][CH3:27])=[O:25])[C:6]=2[CH:28]=1 |f:1.2.3|. Starting materials: COC(=O)CCc1oc(Cc2ccc(OCc3nc(-c4ccccc4)oc3C)cc2)nc1-c1ccccc1, CO, Cl, [Li+], C1CCOC1, [OH-], O, O. The product is Cc1oc(-c2ccccc2)nc1COc1ccc(Cc2nc(-c3ccccc3)c(CCC(=O)O)o2)cc1. As a reaction SMILES: [CH3:1][c:2]1[c:3]([CH2:13][O:14][c:15]2[cH:16][cH:17][c:18]([CH2:19][c:20]3[o:21][c:22]([CH2:31][CH2:32][C:33](=[O:34])[O:35][CH3:36])[c:23](-[c:25]4[cH:26][cH:27][cH:28][cH:29][cH:30]4)[n:24]3)[cH:37][cH:38]2)[n:4][c:5](-[c:7]2[cH:8][cH:9][cH:10][cH:11][cH:12]2)[o:6]1.[CH3:48][OH:49].[ClH:47].[Li+:41].[O:42]1[CH2:43][CH2:44][CH2:45][CH2:46]1.[OH-:40].[OH2:39].[OH2:50]>>[CH3:1][c:2]1[c:3]([CH2:13][O:14][c:15]2[cH:16][cH:17][c:18]([CH2:19][c:20]3[o:21][c:22]([CH2:31][CH2:32][C:33](=[O:34])[OH:35])[c:23](-[c:25]4[cH:26][cH:27][cH:28][cH:29][cH:30]4)[n:24]3)[cH:37][cH:38]2)[n:4][c:5](-[c:7]2[cH:8][cH:9][cH:10][cH:11][cH:12]2)[o:6]1. Starting materials: CCCC[Sn](C=CC1CCC(=O)C1CCCCCCC(=O)OC)(CCCC)CCCC, Cl, [K+], [Na+], [OH-], O, O=P([O-])(O)O. The product is CCCC[Sn](C=CC1CCC(=O)C1CCCCCCC(=O)O)(CCCC)CCCC. RXN SMILES: [CH3:9][O:10][C:11]([CH2:12][CH2:13][CH2:14][CH2:15][CH2:16][CH2:17][CH:18]1[C:19](=[O:38])[CH2:20][CH2:21][CH:22]1[CH:23]=[CH:24][Sn:25]([CH2:26][CH2:27][CH2:28][CH3:29])([CH2:30][CH2:31][CH2:32][CH3:33])[CH2:34][CH2:35][CH2:36][CH3:37])=[O:39].[ClH:40].[K+:1].[Na+:8].[OH-:7].[OH2:41].[OH:2][P:3](=[O:4])([O-:5])[OH:6]>>[O:10]=[C:11]([CH2:12][CH2:13][CH2:14][CH2:15][CH2:16][CH2:17][CH:18]1[C:19](=[O:38])[CH2:20][CH2:21][CH:22]1[CH:23]=[CH:24][Sn:25]([CH2:26][CH2:27][CH2:28][CH3:29])([CH2:30][CH2:31][CH2:32][CH3:33])[CH2:34][CH2:35][CH2:36][CH3:37])[OH:39].